From a dataset of the Open Reaction Database (ORD), a public repository of structured organic reaction records. describe an organic reaction: reactants, conditions, products, and yield Starting materials: CC(C)(C)C1CCC(Oc2ccc3cc(C4(NS(=O)C(C)(C)C)COC4)ccc3c2)CC1, ClCCl, C1CCCCC1, Cl. Product: CC(C)(C)C1CCC(Oc2ccc3cc(C4(N)COC4)ccc3c2)CC1. As a reaction SMILES: [C:1]([CH3:2])([CH3:3])([CH3:4])[CH:5]1[CH2:6][CH2:7][CH:8]([O:11][c:12]2[cH:13][c:14]3[cH:15][cH:16][c:17]([C:22]4([NH:26][S:27]([C:28]([CH3:29])([CH3:30])[CH3:31])=[O:32])[CH2:23][O:24][CH2:25]4)[cH:18][c:19]3[cH:20][cH:21]2)[CH2:9][CH2:10]1.[CH2:33]([Cl:34])[Cl:35].[CH2:37]1[CH2:38][CH2:39][CH2:40][CH2:41][CH2:42]1.[ClH:36]>>[C:1]([CH3:2])([CH3:3])([CH3:4])[CH:5]1[CH2:6][CH2:7][CH:8]([O:11][c:12]2[cH:13][c:14]3[cH:15][cH:16][c:17]([C:22]4([NH2:26])[CH2:23][O:24][CH2:25]4)[cH:18][c:19]3[cH:20][cH:21]2)[CH2:9][CH2:10]1. The reactants are ice water, [H-].[Na+] (sodium hydride), C1C(C)O1 (propylene oxide), N1N=CC2=CC=C3C(=C12)C=CO3 (1H-furo(2,3-g]indazole). Run in CN(C=O)C (dimethylformamide), CN(C=O)C (dimethylformamide). Conditions: time 30 minute. Product: N1(N=CC2=CC=C3C(=C12)C=CO3)CC(C)O (1-(1H-furo[2,3-g]indazol-1-yl)propan-2-ol). RXN SMILES: [NH:1]1[C:9]2[C:4](=[CH:5][CH:6]=[C:7]3[O:12][CH:11]=[CH:10][C:8]3=2)[CH:3]=[N:2]1.[H-].[Na+].[CH2:15]1[O:18][CH:16]1[CH3:17]>CN(C)C=O>[N:1]1([CH2:15][CH:16]([OH:18])[CH3:17])[C:9]2[C:4](=[CH:5][CH:6]=[C:7]3[O:12][CH:11]=[CH:10][C:8]3=2)[CH:3]=[N:2]1 |f:1.2|. Procedure details: Under argon atmosphere, a dimethylformamide (5 ml) solution containing 1.00 g of 1H-furo(2,3-g]indazole was added dropwise to a dimethylformamide (10 ml) solution containing 0.27 g of sodium hydride under cooling with ice-bath, and the mixture was stirred for 30 minutes. A 0.52 ml of propylene oxide was added to the reaction mixture under ice-cooling, and the mixture was stirred at room temperature for 41 hours. The reaction mixture was poured into ice water and extracted with ethyl acetate. The... Starting materials: [H][H] (hydrogen), 56, O1C(=NCC1)C1=CC=C(OCCCN2CCN(CC2)CC2=CC=CC=C2)C=C1 (1-[3-[4-(4,5-dihydro-2-oxazolyl)phenoxy]propyl]-4-(phenylmethyl)piperazine). Reagents/catalysts: [Pd] (palladium-on-charcoal). The solvent is CO (methanol). Yields the product 46.9, O1C(=NCC1)C1=CC=C(OCCCN2CCNCC2)C=C1 (1-[3-[4-(4,5-dihydro-2-oxazolyl)phenoxy]propyl]piperazine). Isolated yield 100.0%. Reaction SMILES: [O:1]1[CH2:5][CH2:4][N:3]=[C:2]1[C:6]1[CH:28]=[CH:27][C:9]([O:10][CH2:11][CH2:12][CH2:13][N:14]2[CH2:19][CH2:18][N:17](CC3C=CC=CC=3)[CH2:16][CH2:15]2)=[CH:8][CH:7]=1.[H][H]>[Pd].CO>[O:1]1[CH2:5][CH2:4][N:3]=[C:2]1[C:6]1[CH:7]=[CH:8][C:9]([O:10][CH2:11][CH2:12][CH2:13][N:14]2[CH2:15][CH2:16][NH:17][CH2:18][CH2:19]2)=[CH:27][CH:28]=1. Procedure: A mixture of 56 parts of 1-[3-[4-(4,5-dihydro-2-oxazolyl)phenoxy]propyl]-4-(phenylmethyl)piperazine and 480 parts of methanol was hydrogenated at normal pressure and at 50° C. with 5 parts of palladium-on-charcoal catalyst 10%. After the calculated amount of hydrogen was taken up, the catalyst was filtered off and the filtrate was evaporated. The residue was taken up in water and the product was extracted with dichloromethane. The extract was dried, filtered and evaporated, yielding 46.9 parts (... Starting materials: C(C)OP(=O)(OCC)C/C(=C/C(=O)OCC)/C (ethyl 4-(diethoxyphosphoryl)-3-methyl-but-2E-enoate), F\C(\C=O)=C(/C)\C=1C=C2C(=CC(OC2=CC1OCCC)(C)C)C(C)C ((2E)-2-fluoro-3-(4-isopropyl-2,2-dimethyl-7-propoxy-2H-chromen-6-yl)but-2-enal), F\C(\C=O)=C(/C)\C=1C=C2C(=CC(OC2=CC1OCCC)(C)C)C(C)C ((2E)-2-fluoro-3-(4-isopropyl-2,2-dimethyl-7-propoxy-2H-chromen-6-yl)but-2-enal). The product is F/C(/C=C/C(=C/C(=O)OCC)/C)=C(\C)/C=1C=C2C(=CC(OC2=CC1OCCC)(C)C)C(C)C (Ethyl (2E,4E,6E)-6-fluoro-7-(4-isopropyl-2,2-dimethyl-7-propoxy-2H-chromen-6-yl)-3-methyl-octa-2,4,6-trienoate). Reaction SMILES: C(OP([CH2:9]/[C:10](/[CH3:17])=[CH:11]/[C:12]([O:14][CH2:15][CH3:16])=[O:13])(OCC)=O)C.[F:18]/[C:19](=[C:22](/[C:24]1[CH:25]=[C:26]2[C:31](=[CH:32][C:33]=1[O:34][CH2:35][CH2:36][CH3:37])[O:30][C:29]([CH3:39])([CH3:38])[CH:28]=[C:27]2[CH:40]([CH3:42])[CH3:41])\[CH3:23])/[CH:20]=O>>[F:18]/[C:19](=[C:22](/[C:24]1[CH:25]=[C:26]2[C:31](=[CH:32][C:33]=1[O:34][CH2:35][CH2:36][CH3:37])[O:30][C:29]([CH3:39])([CH3:38])[CH:28]=[C:27]2[CH:40]([CH3:41])[CH3:42])\[CH3:23])/[CH:20]=[CH:9]/[C:10](/[CH3:17])=[CH:11]/[C:12]([O:14][CH2:15][CH3:16])=[O:13]. Procedure: Following General Procedure O, ethyl 4-(diethoxyphosphoryl)-3-methyl-but-2E-enoate (159 mg, 0.60 mmol) and (2E)-2-fluoro-3-(4-isopropyl-2,2-dimethyl-7-propoxy-2H-chromen-6-yl)but-2-enal (Compound 99, 72 mg, 0.21 mmol) were reacted to give the title compound as a yellow oil after purification by flash chromatography (silica gel, 5% ethyl acetate in hexane). The reactants are NC1=CC=2N=CN=C(C2C=N1)SC (7-amino-4-methylthiopyrido[4,3-d]pyrimidine), CN(C1=CC(=CC=C1)N)C (N,N-dimethyl-1,3-phenylenediamine). Conditions: temperature 190 celsius, time 1 hour. The product is NC1=CC=2N=CN=C(C2C=N1)NC1=CC(=CC=C1)N(C)C (7-amino-4-(3-dimethylaminoanilino)pyrido[4,3-d]pyrimidine). The yield is 31.5%. RXN SMILES: [NH2:1][C:2]1[N:11]=[CH:10][C:9]2[C:8](SC)=[N:7][CH:6]=[N:5][C:4]=2[CH:3]=1.[CH3:14][N:15]([CH3:23])[C:16]1[CH:21]=[CH:20][CH:19]=[C:18]([NH2:22])[CH:17]=1>>[NH2:1][C:2]1[N:11]=[CH:10][C:9]2[C:8]([NH:22][C:18]3[CH:19]=[CH:20][CH:21]=[C:16]([N:15]([CH3:23])[CH3:14])[CH:17]=3)=[N:7][CH:6]=[N:5][C:4]=2[CH:3]=1. Procedure details: A mixture of 7-amino-4-methylthiopyrido[4,3-d]pyrimidine (245 mg, 1.28 mmol) (described in a previous experimental) and N,N-dimethyl-1,3-phenylenediamine (1.60 g, 11.8 mmol) is stirred under N2 at 190° C. for 1 h, and the resulting product is chromatographed (twice) over alumina (3% EtOH/CHCl3) to give 7-amino-4-(3-dimethylaminoanilino)pyrido[4,3-d]pyrimidine (113 mg, 32%) as a pale yellow solid. 1H NMR (DMSO) δ 9.66 (1H, brs), 9.33 (1H, s), 8.36 (1H, s), 7.22 (1H, brd, J=7.8 Hz), 7.16 (2H, m), ... Starting materials: C1(=CC=CC=C1)COCCNC(CNCC1=CC=C(C=C1)OCC1=CC=CC=C1)=O (N-[2-(Phenylmethoxy)ethyl]-N2 -[[4-(phenylmethoxy)phenyl]methyl]glycinamide), C(=O)(OCC1=CC=CC=C1)N[C@H](CC1=CNC=N1)C(=O)O (CBZ-D-histidine), C1CCC(CC1)N=C=NC2CCCCC2 (DCC), C1=CC=C2C(=C1)N=NN2O.O (HOBT hydrate). Solvent: CN(C)C=O (DMF), CN(C)C=O (DMF). Conditions: time 8 hour. Yields the product C1(=CC=CC=C1)COC(=O)N[C@H](CC1=CNC=N1)C(=O)N(CC(=O)NCCOCC1=CC=CC=C1)CC1=CC=C(C=C1)OCC1=CC=CC=C1 (N-[(Phenylmethoxy)carbonyl]-D-histidyl-N-[2-(phenylmethoxy)ethyl]-N2 -[[4-(phenylmethoxy)phenyl]methyl]glycinamide). The yield is 45.0%. RXN SMILES: [C:1]([NH:11][C@@H:12]([C:19]([OH:21])=O)[CH2:13][C:14]1[N:18]=[CH:17][NH:16][CH:15]=1)([O:3][CH2:4][C:5]1[CH:10]=[CH:9][CH:8]=[CH:7][CH:6]=1)=[O:2].C1C=C2N=NN(O)C2=CC=1.O.C1CCC(N=C=NC2CCCCC2)CC1.[C:48]1([CH2:54][O:55][CH2:56][CH2:57][NH:58][C:59](=[O:77])[CH2:60][NH:61][CH2:62][C:63]2[CH:68]=[CH:67][C:66]([O:69][CH2:70][C:71]3[CH:76]=[CH:75][CH:74]=[CH:73][CH:72]=3)=[CH:65][CH:64]=2)[CH:53]=[CH:52][CH:51]=[CH:50][CH:49]=1>CN(C=O)C>[C:5]1([CH2:4][O:3][C:1]([NH:11][C@@H:12]([C:19]([N:61]([CH2:62][C:63]2[CH:64]=[CH:65][C:66]([O:69][CH2:70][C:71]3[CH:76]=[CH:75][CH:74]=[CH:73][CH:72]=3)=[CH:67][CH:68]=2)[CH2:60][C:59]([NH:58][CH2:57][CH2:56][O:55][CH2:54][C:48]2[CH:53]=[CH:52][CH:51]=[CH:50][CH:49]=2)=[O:77])=[O:21])[CH2:13][C:14]2[N:18]=[CH:17][NH:16][CH:15]=2)=[O:2])[CH:6]=[CH:7][CH:8]=[CH:9][CH:10]=1 |f:1.2|. Reported procedure: To a suspension of CBZ-D-histidine (0.093 g, 0.32 mmol) in DMF (2 mL) was added HOBT hydrate (0.059 g, 0.39 mmol) followed by DCC (0.080 g, 0.39 mmol). A solution of the compound from Step 3 above (0.13 g, 0.32 mmol) in DMF (2 mL) was added and the mixture was stirred overnight at room temperature. The mixture was filtered, and the filtrate was diluted with CHCl3, washed twice with saturated aqueous NaHCO3, brine, dried over MgSO4, and concentrated. Flash chromatography (2-5% MeOH/CHCl3) gave 0....